Dataset: the Open Reaction Database (ORD), a public repository of structured organic reaction records. Task: describe an organic reaction: reactants, conditions, products, and yield As a reaction SMILES: [Br:1][C:2]1[CH:10]=[CH:9][C:5]([C:6]([OH:8])=[O:7])=[C:4]([CH2:11][CH3:12])[CH:3]=1.O=S(Cl)Cl.[CH3:17]O>>[Br:1][C:2]1[CH:10]=[CH:9][C:5]([C:6]([O:8][CH3:17])=[O:7])=[C:4]([CH2:11][CH3:12])[CH:3]=1. Reaction conditions: temperature 70 celsius. Procedure details: Charged compound 4-bromo-2-ethylbenzoic acid (2.05 g, 9.58 mmol) and methanol (20 mL) to a flask, SOCl2 (3.42 g, 28.74 mmol) was added slowly at 0° C. The reaction mixture was heated to 70° C. for three hour. Solvent was removed and the residue was dissolved in CH2Cl2, filtered, the filtrate was concentrated to a residue which was purified by flash column chromatograph to give 1.9 g of the title compound (87%). Starting materials: BrC1=CC(=C(C(=O)O)C=C1)CC (4-bromo-2-ethylbenzoic acid), CO (methanol), O=S(Cl)Cl (SOCl2). The product is BrC1=CC(=C(C(=O)OC)C=C1)CC (methyl 4-bromo-2-ethylbenzoate). The yield is 87.0%. Reactants: BrC1=CC=C(C=C1)C(=O)C1=CC=C(C=C1)O ((4-Bromophenyl)(4-hydroxyphenyl)methanone), CC1(CC(CC(C1)(C)C)=O)C (3,3,5,5-tetramethylcyclohexanone), C(=O)([O-])[O-].[K+].[K+] (K2CO3). The reagents and catalysts are [Zn] (zinc), Cl[Ti](Cl)(Cl)Cl (TiCl4). The solvent is C1CCOC1 (THF), C1CCOC1 (THF). Conditions: time 2 hour. Yields the product BrC1=CC=C(C=C1)C(C1=CC=C(C=C1)O)=C1CC(CC(C1)(C)C)(C)C (4-[(4-Bromophenyl)(3,3,5,5-tetramethylcyclohexylidene)methyl]phenol). Reaction SMILES: [Br:1][C:2]1[CH:7]=[CH:6][C:5]([C:8]([C:10]2[CH:15]=[CH:14][C:13]([OH:16])=[CH:12][CH:11]=2)=O)=[CH:4][CH:3]=1.[CH3:17][C:18]1([CH3:27])[CH2:23][C:22]([CH3:25])([CH3:24])[CH2:21][C:20](=O)[CH2:19]1.C([O-])([O-])=O.[K+].[K+]>C1COCC1.[Zn].Cl[Ti](Cl)(Cl)Cl>[Br:1][C:2]1[CH:7]=[CH:6][C:5]([C:8](=[C:20]2[CH2:21][C:22]([CH3:25])([CH3:24])[CH2:23][C:18]([CH3:27])([CH3:17])[CH2:19]2)[C:10]2[CH:15]=[CH:14][C:13]([OH:16])=[CH:12][CH:11]=2)=[CH:4][CH:3]=1 |f:2.3.4|. Procedure: To a stirred suspension of zinc powder (23.4 g, 0.36 mol) in THF (300 mL) was slowly added TiCl4 (20 mL, 0.18 mol) via a syringe at room temperature under a nitrogen atmosphere. The reaction mixture was heated at reflux for 1 h. A solution of (4-bromophenyl)(4-hydroxyphenyl)methanone (2) (10.0 g, 0.036 mol) and 3,3,5,5-tetramethylcyclohexanone (16.7 g, 0.108 mol) in THF (100 mL) was added to the reaction mixture. The reaction mixture was heated at reflux with stirring under a nitrogen atmosphere... Reactants: CCOC(Cc1ccc(OCCn2c(=O)sc3cc(C(=O)c4ccccc4)ccc32)cc1)C(=O)OC, NOCc1ccccc1. The product is CCOC(Cc1ccc(OCCn2c(=O)sc3cc(C(=NOCc4ccccc4)c4ccccc4)ccc32)cc1)C(=O)OC. RXN SMILES: [C:1]([c:2]1[cH:3][cH:4][cH:5][cH:6][cH:7]1)(=[O:8])[c:9]1[cH:10][c:11]2[c:12]([n:13]([CH2:17][CH2:18][O:19][c:20]3[cH:21][cH:22][c:23]([CH2:26][CH:27]([C:28](=[O:29])[O:30][CH3:31])[O:32][CH2:33][CH3:34])[cH:24][cH:25]3)[c:14](=[O:16])[s:15]2)[cH:35][cH:36]1.[CH2:37]([c:38]1[cH:39][cH:40][cH:41][cH:42][cH:43]1)[O:44][NH2:45]>>[C:1]([c:2]1[cH:3][cH:4][cH:5][cH:6][cH:7]1)([c:9]1[cH:10][c:11]2[c:12]([n:13]([CH2:17][CH2:18][O:19][c:20]3[cH:21][cH:22][c:23]([CH2:26][CH:27]([C:28](=[O:29])[O:30][CH3:31])[O:32][CH2:33][CH3:34])[cH:24][cH:25]3)[c:14](=[O:16])[s:15]2)[cH:35][cH:36]1)=[N:45][O:44][CH2:37][c:38]1[cH:39][cH:40][cH:41][cH:42][cH:43]1. The reactants are CS(=O)C (dimethylsulfoxide), C(C1=CC=CC=C1)(C1=CC=CC=C1)NCCCCCC(=O)OCC (ethyl 6-benzhydrylaminocaproate), C(C)N(C(C)C)C(C)C (ethyl diisopropylamine), C(C(C)C)(=O)Cl (isobutyryl chloride). The solvent is C1=CC=CC=C1 (benzene). The product is C(C(C)C)(=O)N(CCCCCC(=O)OCC)C(C1=CC=CC=C1)C1=CC=CC=C1 (ethyl N-isobutyryl-6-benzhydrylaminocaproate). The yield is 91.7%. As a reaction SMILES: [CH:1]([NH:14][CH2:15][CH2:16][CH2:17][CH2:18][CH2:19][C:20]([O:22][CH2:23][CH3:24])=[O:21])([C:8]1[CH:13]=[CH:12][CH:11]=[CH:10][CH:9]=1)[C:2]1[CH:7]=[CH:6][CH:5]=[CH:4][CH:3]=1.C(N(C(C)C)C(C)C)C.[C:34](Cl)(=[O:38])[CH:35]([CH3:37])[CH3:36].CS(C)=O>C1C=CC=CC=1>[C:34]([N:14]([CH:1]([C:8]1[CH:9]=[CH:10][CH:11]=[CH:12][CH:13]=1)[C:2]1[CH:3]=[CH:4][CH:5]=[CH:6][CH:7]=1)[CH2:15][CH2:16][CH2:17][CH2:18][CH2:19][C:20]([O:22][CH2:23][CH3:24])=[O:21])(=[O:38])[CH:35]([CH3:37])[CH3:36]. Reported procedure: Analogously to Example 19, 7 g of ethyl 6-benzhydrylaminocaproate and 3.1 g of ethyl diisopropylamine are dissolved in 100 ml of benzene and reacted with 2.5 g of isobutyryl chloride. As reaction product one obtains 7.8 g of ethyl N-isobutyryl-6-benzhydrylaminocaproate as a viscous non-distillable oil. The saponification of this ester yields 6.1 g (77%) of N-isobutyryl-6-benzhydrylaminocaproic acid (M.P. 106° to 107°). Reactants: C1CCOC1, COc1ccc(O)cc1, [H-], [Na+], CC(C)Oc1ccc2c(c1)C(Cl)=C(C=O)C(c1ccc3c(c1)OCO3)O2, O. The product is COc1ccc(OC2=C(C=O)C(c3ccc4c(c3)OCO4)Oc3ccc(OC(C)C)cc32)cc1. As a reaction SMILES: [CH2:39]1[O:40][CH2:41][CH2:42][CH2:43]1.[CH3:3][O:4][c:5]1[cH:6][cH:7][c:8]([OH:11])[cH:9][cH:10]1.[H-:1].[Na+:2].[O:12]1[CH2:13][O:14][c:15]2[c:16]1[cH:17][cH:18][c:19]([CH:21]1[O:22][c:23]3[cH:24][cH:25][c:26]([O:34][CH:35]([CH3:36])[CH3:37])[cH:27][c:28]3[C:29]([Cl:33])=[C:30]1[CH:31]=[O:32])[cH:20]2.[OH2:38]>>[CH3:3][O:4][c:5]1[cH:6][cH:7][c:8]([O:11][C:29]2=[C:30]([CH:31]=[O:32])[CH:21]([c:19]3[cH:18][cH:17][c:16]4[c:15]([cH:20]3)[O:14][CH2:13][O:12]4)[O:22][c:23]3[cH:24][cH:25][c:26]([O:34][CH:35]([CH3:36])[CH3:37])[cH:27][c:28]32)[cH:9][cH:10]1. Reactants: CC(C)(C)OC(=O)N1CCC(c2ccc(S(=O)(=O)c3cccc(F)c3)cc2C(=O)O)C1, ClCCl, O=C(O)C(F)(F)F. Product: O=C(O)c1cc(S(=O)(=O)c2cccc(F)c2)ccc1C1CCNC1. RXN SMILES: [C:1]([O:2][C:3](=[O:4])[N:8]1[CH2:9][CH:10]([c:13]2[c:14]([C:29](=[O:30])[OH:31])[cH:15][c:16]([S:19](=[O:20])(=[O:21])[c:22]3[cH:23][c:24]([F:28])[cH:25][cH:26][cH:27]3)[cH:17][cH:18]2)[CH2:11][CH2:12]1)([CH3:5])([CH3:6])[CH3:7].[Cl:39][CH2:40][Cl:41].[F:32][C:33]([F:34])([F:35])[C:36]([OH:37])=[O:38]>>[NH:8]1[CH2:9][CH:10]([c:13]2[c:14]([C:29](=[O:30])[OH:31])[cH:15][c:16]([S:19](=[O:20])(=[O:21])[c:22]3[cH:23][c:24]([F:28])[cH:25][cH:26][cH:27]3)[cH:17][cH:18]2)[CH2:11][CH2:12]1. Starting materials: NC1=NC(=C(C(=N1)NCC(=O)NC1=CC(=CC=C1)C(F)(F)F)C=O)SC (2-(2-amino-5-formyl-6-methylsulfanyl-pyrimidin-4-ylamino)-N-(3-trifluoromethyl-phenyl)-acetamide), O.NN (hydrazine monohydrate). Solvent: C(C)(C)O (isopropanol). Run at temperature 80 celsius. Product: NC1=NC(=C(C(=N1)NCC(=O)NC1=CC(=CC=C1)C(F)(F)F)C=NN)SC (2-(2-amino-5-hydrazonomethyl-6-methylsulfanyl-pyrimidin-4-ylamino)-N-(3-trifluoromethyl-phenyl)-acetamide). Isolated yield 45.1%. As a reaction SMILES: [NH2:1][C:2]1[N:7]=[C:6]([NH:8][CH2:9][C:10]([NH:12][C:13]2[CH:18]=[CH:17][CH:16]=[C:15]([C:19]([F:22])([F:21])[F:20])[CH:14]=2)=[O:11])[C:5]([CH:23]=O)=[C:4]([S:25][CH3:26])[N:3]=1.O.[NH2:28][NH2:29]>C(O)(C)C>[NH2:1][C:2]1[N:7]=[C:6]([NH:8][CH2:9][C:10]([NH:12][C:13]2[CH:18]=[CH:17][CH:16]=[C:15]([C:19]([F:22])([F:21])[F:20])[CH:14]=2)=[O:11])[C:5]([CH:23]=[N:28][NH2:29])=[C:4]([S:25][CH3:26])[N:3]=1 |f:1.2|. Procedure: To a disposable sealed tube was added 2-(2-amino-5-formyl-6-methylsulfanyl-pyrimidin-4-ylamino)-N-(3-trifluoromethyl-phenyl)-acetamide (100 mg, 0.25 mmol, 1.0 eq.), isopropanol (4.0 mL), and hydrazine monohydrate (0.048 mL, 0.96 mmol, 3.8 eq.). The tube was sealed and heated to 80° C. overnight. The reaction was then quenched with H2O (10 mL) and EtOAc (50 mL). The EtOAc layer washed with brine, dried with Na2SO4, and concentrated to give crude 2-(2-amino-5-hydrazonomethyl-6-methylsulfanyl-pyrim... Reactants: O (Water), N1=NC(=CC=C1)NC(OCC(Cl)(Cl)Cl)=O (2,2,2-trichloroethyl pyridazin-3-ylcarbamate), FC1=CC=C(C=C1)C=1N=C(SC1)N1CCNCC1 (4-[4-(4-fluorophenyl)-1,3-thiazol-2-yl]piperazine), C(C)(C)N(CC)C(C)C (diisopropylethylamine). Solvent: CS(=O)C (dimethylsulfoxide). Conditions: temperature 70 celsius, time 3 day. The product is FC1=CC=C(C=C1)C=1N=C(SC1)N1CCN(CC1)C(=O)NC=1N=NC=CC1 (4-[4-(4-Fluorophenyl)-1,3-thiazol-2-yl]-N-pyridazin-3-ylpiperazine-1-carboxamide). The yield is 11.1%. Reaction SMILES: [N:1]1[CH:6]=[CH:5][CH:4]=[C:3]([NH:7][C:8](=[O:15])OCC(Cl)(Cl)Cl)[N:2]=1.[F:16][C:17]1[CH:22]=[CH:21][C:20]([C:23]2[N:24]=[C:25]([N:28]3[CH2:33][CH2:32][NH:31][CH2:30][CH2:29]3)[S:26][CH:27]=2)=[CH:19][CH:18]=1.C(N(C(C)C)CC)(C)C.O>CS(C)=O>[F:16][C:17]1[CH:22]=[CH:21][C:20]([C:23]2[N:24]=[C:25]([N:28]3[CH2:29][CH2:30][N:31]([C:8]([NH:7][C:3]4[N:2]=[N:1][CH:6]=[CH:5][CH:4]=4)=[O:15])[CH2:32][CH2:33]3)[S:26][CH:27]=2)=[CH:19][CH:18]=1. Procedure: A mixture of 2,2,2-trichloroethyl pyridazin-3-ylcarbamate (226 mg, 0.835 mmol), 4-[4-(4-fluorophenyl)-1,3-thiazol-2-yl]piperazine (200 mg, 0.760 mmol) and diisopropylethylamine (0.265 ml, 1.52 mmol) in dimethylsulfoxide (2.5 ml) was stirred at 70° C. for 3 days. Water was poured into the reaction solution, and the mixture was extracted with ethyl acetate. The extract was washed with water and dried over anhydrous magnesium sulfate, and the solvent was distilled off under reduced pressure. The re... The reactants are P(OC)(OC)[O-] (dimethyl phosphite), N,N,N′M′-tetramethyl-guanidine, C(C1=CC=CC=C1)OC(C1=CC=C(C=C1)C=O)=O (4-formyl-benzoic acid benzyl ester). Solvent: CCOC(=O)C (EtOAc), C1CCOC1 (THF). Conditions: time 45 minute. The product is C(C1=CC=CC=C1)OC(C1=CC=C(C=C1)C(O)P(=O)(OC)OC)=O (4-[(Dimethoxy-phosphoryl)-hydroxy-methyl]-benzoic acid benzyl ester). As a reaction SMILES: [CH2:1]([O:8][C:9](=[O:18])[C:10]1[CH:15]=[CH:14][C:13]([CH:16]=[O:17])=[CH:12][CH:11]=1)[C:2]1[CH:7]=[CH:6][CH:5]=[CH:4][CH:3]=1.[P:19]([O-:24])([O:22][CH3:23])[O:20][CH3:21]>C1COCC1.CCOC(C)=O>[CH2:1]([O:8][C:9](=[O:18])[C:10]1[CH:11]=[CH:12][C:13]([CH:16]([P:19]([O:22][CH3:23])([O:20][CH3:21])=[O:24])[OH:17])=[CH:14][CH:15]=1)[C:2]1[CH:3]=[CH:4][CH:5]=[CH:6][CH:7]=1. Reported procedure: A solution of 4-formyl-benzoic acid benzyl ester (0.50 g, 2.08 mmol) in THF (2.0 mL) was cooled to 0° C., then dimethyl phosphite (0.25 g, 2.29 mmol) and N,N,N′M′-tetramethyl-guanidine (0.02 g, 0.21 mmol) was added dropwise. The reaction mixture was warmed to ambient temperature. After stirring for 45 mins the reaction mixture was diluted with EtOAc and washed with 1N aqueous HCl (2×), brine, then dried (MgSO4) and concentrated in vacuo to give the title compound: MS: cal'd 351 (MH+), exp 351 (M... The reactants are C1(=CC=CC=C1)C (toluene), C(C)(C)N (isopropylamine), Cl (HCl), C(=O)C=O (glyoxal), C(CC)N (Propylamine), C=O (paraformaldehyde), C1(=CC=CC=C1)C (toluene), C(=O)C=O (glyoxal), C(CC)N (Propylamine), Cl (HCl). The solvent is O (water). Conditions: temperature 4 celsius, time 10 minute. Product: [Cl-].C(C)(C)[N+]1=CN(C=C1)C(C)C (1,3-diisopropylimidazolium chloride). Yield: 102.0%. Reaction SMILES: [CH2:1]([NH2:4])[CH2:2]C.C=O.[CH:7]([NH2:10])([CH3:9])[CH3:8].[ClH:11].[CH:12](C=O)=O.[C:16]1([CH3:22])[CH:21]=CC=CC=1>O>[Cl-:11].[CH:7]([N+:10]1[CH:2]=[CH:1][N:4]([CH:16]([CH3:21])[CH3:22])[CH:12]=1)([CH3:9])[CH3:8] |f:7.8|. Procedure: Propylamine, 17.73 grams (0.3 mol), was added dropwise over 20 min. to a suspension of paraformaldehyde, 9.01 grams (0.3 mol), in 50 ml of toluene at such a rate that the temperature did not exceed 40° C. When the addition was complete, the mixture was stirred for an additional 10 min. The mixture was then cooled to 4° C. by means of an ice bath. Propylamine, 17.73 grams (0.3 mol), was added in a slow steady stream to the cooled mixture. When the second isopropylamine addition was complete, 50 m...